From a dataset of the Open Reaction Database (ORD), a public repository of structured organic reaction records. describe an organic reaction: reactants, conditions, products, and yield Starting materials: CC[O-].[Na+] (sodium ethylate), CS(=O)C (dimethylsulfoxide), N(C1=CC=CC=C1)CCC#N (β-anilino-propionitrile), C(C)OC(NC1=C(C=C(C=C1OC)C(CS(=O)(=O)C)O)OC)=O (4-[1-hydroxy-2-(methylsulfonyl)-ethyl]-2,6-dimethoxy-carbanilic acid ethyl ester). Solvent: O (water). Product: C(C)OC(NC1=C(C=C(C=C1OC)CC(=CNC1=CC=CC=C1)C#N)OC)=O (4-(3-anilino-2-cyano-allyl)-2,6-dimethoxy-carbanilic acid ethyl ester). Reaction SMILES: CC[O-].[Na+].[NH:5]([CH2:12][CH2:13][C:14]#[N:15])[C:6]1[CH:11]=[CH:10][CH:9]=[CH:8][CH:7]=1.[CH2:16]([O:18][C:19](=[O:38])[NH:20][C:21]1[C:26]([O:27][CH3:28])=[CH:25][C:24]([CH:29](O)CS(C)(=O)=O)=[CH:23][C:22]=1[O:36][CH3:37])[CH3:17].CS(C)=O>O>[CH2:16]([O:18][C:19](=[O:38])[NH:20][C:21]1[C:26]([O:27][CH3:28])=[CH:25][C:24]([CH2:29][C:13]([C:14]#[N:15])=[CH:12][NH:5][C:6]2[CH:11]=[CH:10][CH:9]=[CH:8][CH:7]=2)=[CH:23][C:22]=1[O:36][CH3:37])[CH3:17] |f:0.1|. Reported procedure: A mixture of 4.42 g. of sodium ethylate, 5.1 g. of β-anilino-propionitrile and 10.0 g. of 4-[1-hydroxy-2-(methylsulfonyl)-ethyl]-2,6-dimethoxy-carbanilic acid ethyl ester in 150 ml. of dimethylsulfoxide was stirred at 50° C. for 2 hours with the exclusion of moisture. The solution was poured into 1.5 liters of water and the resulting emulsion extracted with two 1 liter portions of ethyl acetate. The ethyl acetate extracts were washed with two 500 ml. portions of water, combined, dried over magne... Starting materials: CN(C)C=O, [Cl-], N#Cc1cnn(-c2c(Cl)cc(C(F)(F)F)cc2Cl)c1NC(=O)CCCl, ClCCl, [H-], [NH4+], [Na+]. Yields the product N#Cc1cnn(-c2c(Cl)cc(C(F)(F)F)cc2Cl)c1N1CCC1=O. Reaction SMILES: [CH3:30][N:31]([CH3:32])[CH:33]=[O:34].[Cl-:28].[Cl:1][CH2:2][CH2:3][C:4](=[O:5])[NH:6][c:7]1[c:8]([C:24]#[N:25])[cH:9][n:10][n:11]1-[c:12]1[c:13]([Cl:23])[cH:14][c:15]([C:19]([F:20])([F:21])[F:22])[cH:16][c:17]1[Cl:18].[Cl:35][CH2:36][Cl:37].[H-:26].[NH4+:29].[Na+:27]>>[CH2:2]1[CH2:3][C:4](=[O:5])[N:6]1[c:7]1[c:8]([C:24]#[N:25])[cH:9][n:10][n:11]1-[c:12]1[c:13]([Cl:23])[cH:14][c:15]([C:19]([F:20])([F:21])[F:22])[cH:16][c:17]1[Cl:18]. Starting materials: CC(C)(C)OC(=O)N1C(CO)COC1(C)C, C1CCOC1, CCOC(C)=O, CCOC(=O)N=NC(=O)OCC, Sc1nc2ccccc2s1, c1ccc(P(c2ccccc2)c2ccccc2)cc1. The product is CC(C)(C)OC(=O)N1C(CSc2nc3ccccc3s2)COC1(C)C. RXN SMILES: [C:1]([CH3:2])([CH3:3])([CH3:4])[O:5][C:6](=[O:7])[N:8]1[C:9]([CH3:15])([CH3:16])[O:10][CH2:11][CH:12]1[CH2:13][OH:14].[CH2:58]1[O:59][CH2:60][CH2:61][CH2:62]1.[CH3:63][CH2:64][O:65][C:66]([CH3:67])=[O:68].[O:46]=[C:47]([O:48][CH2:49][CH3:50])[N:51]=[N:52][C:53]([O:54][CH2:55][CH3:56])=[O:57].[SH:17][c:18]1[s:19][c:20]2[c:21]([n:22]1)[cH:23][cH:24][cH:25][cH:26]2.[c:27]1([P:28]([c:29]2[cH:30][cH:31][cH:32][cH:33][cH:34]2)[c:35]2[cH:36][cH:37][cH:38][cH:39][cH:40]2)[cH:41][cH:42][cH:43][cH:44][cH:45]1>>[C:1]([CH3:2])([CH3:3])([CH3:4])[O:5][C:6](=[O:7])[N:8]1[C:9]([CH3:15])([CH3:16])[O:10][CH2:11][CH:12]1[CH2:13][S:17][c:18]1[s:19][c:20]2[c:21]([n:22]1)[cH:23][cH:24][cH:25][cH:26]2. The product is FC(OC1=CC=C(C(=O)N[C@H]2[C@H](CCCC2)C(=O)OCC)C=C1)F ((1S,2R)-ethyl 2-{4-(difluoromethoxy)benzoyl}aminocyclohexane-1-carboxylate). Solvent: CO (methanol). As a reaction SMILES: [F:1][CH:2]([F:24])[O:3][C:4]1[CH:23]=[CH:22][C:7]([C:8]([NH:10][C:11]2[CH2:16][CH2:15][CH2:14][CH2:13][C:12]=2[C:17]([O:19][CH2:20][CH3:21])=[O:18])=[O:9])=[CH:6][CH:5]=1.F[B-](F)(F)F.[H+].[H][H]>CO>[F:1][CH:2]([F:24])[O:3][C:4]1[CH:5]=[CH:6][C:7]([C:8]([NH:10][C@@H:11]2[CH2:16][CH2:15][CH2:14][CH2:13][C@@H:12]2[C:17]([O:19][CH2:20][CH3:21])=[O:18])=[O:9])=[CH:22][CH:23]=1 |f:1.2|. Procedure details: In a 120 ml pressure resistant vessel were charged ethyl 2-{4-(difluoromethoxy)benzoyl}aminocyclohexene-1-carboxylate <5.0 g, 14.7 mmol>, diacetato{(S)-2,2′-bis[bis(3,5-di-tert-butyl-4-methoxyphenyl)phosphino]-1,1′-binaphthyl}ruthenium (II) (0.125 g, 0.0886 mmol), 42% tetrafluoroboric acid (14.3 ml, 0.1772 mmol) and methanol (25 ml) and the mixture was stirred. Thereafter, hydrogen (1 MPa) was filled therein, and the mixture was stirred at 45° C. for 40 hr. After confirmation of the completion o... Reactants: [H][H] (hydrogen), FC(OC1=CC=C(C(=O)NC2=C(CCCC2)C(=O)OCC)C=C1)F (ethyl 2-{4-(difluoromethoxy)benzoyl}aminocyclohexene-1-carboxylate), diacetato{(S)-2,2′-bis[bis(3,5-di-tert-butyl-4-methoxyphenyl)phosphino]-1,1′-binaphthyl}ruthenium (II), F[B-](F)(F)F.[H+] (tetrafluoroboric acid). Starting materials: ClC(COC(=O)NC1=NOC=C1)(Cl)Cl (3-(2,2,2-trichloroethyloxycarbonylamino)isoxazole), OC[C@H]1CN(C(O1)=O)C1=CC(=C(C=C1)N1CCOCC1)F (5(R)-hydroxymethyl-3-(3-fluoro-4-morpholinophenyl)oxazolidin-2-one), C(CCC)P(CCCC)CCCC (tributylphosphine), C1CCN(CC1)C(=O)/N=N/C(=O)N2CCCCC2 (1,1-(azodicarbonyl)dipiperidine). The solvent is O1CCCC1 (tetrahydrofuran), O1CCCC1 (tetrahydrofuran). Reaction conditions: time 4 day. Product: O1N=C(C=C1)NC[C@H]1CN(C(O1)=O)C1=CC(=C(C=C1)N1CCOCC1)F (5(S)-Isoxazol-3-ylaminomethyl-3-(3-fluoro-4-morpholinophenyl)-oxazolidin-2-one). Isolated yield 331.2%. Reaction SMILES: ClC(Cl)(Cl)CO[C:5]([NH:7][C:8]1[CH:12]=[CH:11][O:10][N:9]=1)=O.OC[C@@H:17]1[O:21][C:20](=[O:22])[N:19]([C:23]2[CH:28]=[CH:27][C:26]([N:29]3[CH2:34][CH2:33][O:32][CH2:31][CH2:30]3)=[C:25]([F:35])[CH:24]=2)[CH2:18]1.C(P(CCCC)CCCC)CCC.C1CCN(C(/N=N/C(N2CCCCC2)=O)=O)CC1>O1CCCC1>[O:10]1[CH:11]=[CH:12][C:8]([NH:7][CH2:5][C@@H:17]2[O:21][C:20](=[O:22])[N:19]([C:23]3[CH:28]=[CH:27][C:26]([N:29]4[CH2:34][CH2:33][O:32][CH2:31][CH2:30]4)=[C:25]([F:35])[CH:24]=3)[CH2:18]2)=[N:9]1. Reported procedure: To a stirred solution of 3-(2,2,2-trichloroethyloxycarbonylamino)isoxazole (260 mg, 1.0 mmol), 5(R)-hydroxymethyl-3-(3-fluoro-4-morpholinophenyl)oxazolidin-2-one (see WO 95/07271; 293 mg, 1 mmol) and tributylphosphine (303 mg, 1.5 mmol) in dry tetrahydrofuran (10 ml) at 0° C. under a nitrogen atmosphere, was added 1,1-(azodicarbonyl)dipiperidine (378.5 mg, 1.5 mmol) in dry tetrahydrofuran (3 ml). The reaction allowed to warm to room temperature and was stirred for 4 days by which time a white su... Run in C(C)O (ethanol). The yield is 71.7%. Reactants: OCCC1=C(N=CS1)C (5-(2-hydroxyethyl)-4-methylthiazole), BrCC(=O)OCC (ethyl bromoacetate). Yields the product [Br-].C(C)OC(=O)C[N+]1=CSC(=C1C)CCO (3-(Ethoxycarbonylmethyl)-5-(2-hydroxyethyl)-4-methylthiazolium Bromide). Reaction SMILES: [OH:1][CH2:2][CH2:3][C:4]1[S:8][CH:7]=[N:6][C:5]=1[CH3:9].[Br:10][CH2:11][C:12]([O:14][CH2:15][CH3:16])=[O:13]>C(O)C>[Br-:10].[CH2:15]([O:14][C:12]([CH2:11][N+:6]1[C:5]([CH3:9])=[C:4]([CH2:3][CH2:2][OH:1])[S:8][CH:7]=1)=[O:13])[CH3:16] |f:3.4|. Conditions: temperature 0 celsius, time 2 hour. Reported procedure: A solution of 5-(2-hydroxyethyl)-4-methylthiazole (306 g) and ethyl bromoacetate (356.2 g) in ethanol (1 L) was heated to reflux. After two hours, the ethanol was removed by distillation and the residue treated with isopropanol (1.5 L). The resulting solution was cooled to about 0° C., causing crystallization of compound 1. After three hours, the crystalline material was separated from the mother liquor. Additional crystals were obtained by prolonged cooling of the mother liquor at 0° C. Combina...